The task is: describe an organic reaction: reactants, conditions, products, and yield. This data is from the Open Reaction Database (ORD), a public repository of structured organic reaction records. Reactants: CC(=O)Oc1ccccc1C(=O)O, ClC(Cl)Cl, CCOC(=O)c1ccc(NC(=N)N)cc1O. The product is CC(=O)Oc1ccccc1C(=O)[O-], CCOC(=O)c1ccc(NC(=N)N)cc1O. RXN SMILES: [CH3:17][C:18](=[O:19])[O:20][c:21]1[cH:22][cH:23][cH:24][cH:25][c:26]1[C:27]([OH:28])=[O:29].[CH:30]([Cl:31])([Cl:32])[Cl:33].[OH:1][c:2]1[cH:3][c:4]([NH:13][C:14](=[NH:15])[NH2:16])[cH:5][cH:6][c:7]1[C:8](=[O:9])[O:10][CH2:11][CH3:12]>>[CH3:17][C:18](=[O:19])[O:20][c:21]1[cH:22][cH:23][cH:24][cH:25][c:26]1[C:27](=[O:28])[O-:29].[OH:1][c:2]1[cH:3][c:4]([NH:13][C:14](=[NH:15])[NH2:16])[cH:5][cH:6][c:7]1[C:8](=[O:9])[O:10][CH2:11][CH3:12].